This data is from the Open Reaction Database (ORD), a public repository of structured organic reaction records. The task is: describe an organic reaction: reactants, conditions, products, and yield Starting materials: Cl.CC1=CC=2C(=NC3=C(NC2S1)C=CC=C3)N (2-methyl-4H-3-thia4,9-diaza-benzo[f]-azulen-10-ylamine hydrochloride), C(CC1=CC=CC=C1)[C@@H]1NCCNC1 (2-(S)-phenethyl-piperazine). Run in CS(=O)C (DMSO), C1(=CC=CC=C1)C (toluene). Product: CC1=CC=2C(=NC3=C(NC2S1)C=CC=C3)N3C[C@@H](NCC3)CCC3=CC=CC=C3 (2-methyl-10-(3-(S)-phenethyl-piperazin-1-yl)-4H-3-thia-4,9-diaza-benzo[f]azulene). The yield is 67.9%. RXN SMILES: Cl.[CH3:2][C:3]1[S:12][C:11]2[NH:10][C:9]3[CH:13]=[CH:14][CH:15]=[CH:16][C:8]=3[N:7]=[C:6]([NH2:17])[C:5]=2[CH:4]=1.[CH2:18]([C@H:26]1[CH2:31]N[CH2:29][CH2:28][NH:27]1)[CH2:19][C:20]1[CH:25]=[CH:24][CH:23]=[CH:22][CH:21]=1>CS(C)=O.C1(C)C=CC=CC=1>[CH3:2][C:3]1[S:12][C:11]2[NH:10][C:9]3[CH:13]=[CH:14][CH:15]=[CH:16][C:8]=3[N:7]=[C:6]([N:17]3[CH2:29][CH2:28][NH:27][C@@H:26]([CH2:18][CH2:19][C:20]4[CH:21]=[CH:22][CH:23]=[CH:24][CH:25]=4)[CH2:31]3)[C:5]=2[CH:4]=1 |f:0.1|. Procedure: Heat a suspension of 2-methyl-4H-3-thia4,9-diaza-benzo[f]-azulen-10-ylamine hydrochloride (466 mg, 1.75 mmol) and 2-(S)-phenethyl-piperazine (1.0 g, 5.3 mmol) in DMSO (2.5 mL) and toluene (10 mL) at reflux for 48 hours. Evaporate the toluene under vacuo and pour the resulting solution into water (10 mL). Purify the resulting brown solid by flash chromatography eluting with methylene chloride/methanol (95:5) to give 2-methyl-10-(3-(S)-phenethyl-piperazin-1-yl)-4H-3-thia-4,9-diaza-benzo[f]azulene ...